This data is from the Open Reaction Database (ORD), a public repository of structured organic reaction records. The task is: describe an organic reaction: reactants, conditions, products, and yield The reactants are FC1=C(C=CC(=C1)CC(=O)O)C1=CC=CC=C1 (2-(2-fluorobiphenyl-4-yl)acetic acid). Run in CC(CO)C (2-methyl propanol). The product is FC1=C(C=CC(=C1)CC(=O)OCC(C)C)C1=CC=CC=C1 (2-methylpropyl 2-(2-fluorobiphenyl-4-yl)acetate). RXN SMILES: [F:1][C:2]1[CH:7]=[C:6]([CH2:8][C:9]([OH:11])=[O:10])[CH:5]=[CH:4][C:3]=1[C:12]1[CH:17]=[CH:16][CH:15]=[CH:14][CH:13]=1>CC(C)CO>[F:1][C:2]1[CH:7]=[C:6]([CH2:8][C:9]([O:11][CH2:2][CH:3]([CH3:12])[CH3:4])=[O:10])[CH:5]=[CH:4][C:3]=1[C:12]1[CH:13]=[CH:14][CH:15]=[CH:16][CH:17]=1. Procedure details: 2-methylpropyl 2-(2-fluorobiphenyl-4-yl)acetate (24) was synthesized from 2-(2-fluorobiphenyl-4-yl)acetic acid and 2-methyl propanol according to a similar procedure to step 1 of Example 15. The 1H NMR spectrum of this substance is shown below.